describe an organic reaction: reactants, conditions, products, and yield From a dataset of the Open Reaction Database (ORD), a public repository of structured organic reaction records. The reactants are C(C1=CC=CC=C1)O[C@H]1[C@@H](OC)O[C@@H]([C@H]([C@@H]1OCC1=CC=CC=C1)OCC1=CC=CC=C1)COC=1C=C(C=CC1)C1=CC=C(C=C1)[C@H]1N(C([C@@H]1CC[C@H](O)C1=CC=C(C=C1)F)=O)C1=CC=C(C=C1)F (Methyl 2,3,4-tri-O-benzyl-6-O-(4′-{(2S,3R)-1-(4-fluorophenyl)-3-[(3S)-3-(4-fluorophenyl)-3-hydroxypropyl]-4-oxoazetidin-2-yl}biphenyl-3-yl)-α-D-glucopyranoside). Reagents/catalysts: [Pd] (Pd/C). The solvent is C(C)O (ethanol). Yields the product FC1=CC=C(C=C1)N1[C@@H]([C@H](C1=O)CC[C@H](O)C1=CC=C(C=C1)F)C1=CC=C(C=C1)C1=CC(=CC=C1)OC[C@@H]1[C@H]([C@@H]([C@H]([C@@H](OC)O1)O)O)O (methyl 6-O-(4′-{(2S,3R)-1-(4-fluorophenyl)-3-[(3S)-3-(4-fluorophenyl)-3-hydroxypropyl]-4-oxoazetidin-2-yl}biphenyl-3-yl)-α-D-glucopyranoside). Yield: 34.2%. Reaction SMILES: C([O:8][C@@H:9]1[C@@H:16]([O:17]CC2C=CC=CC=2)[C@H:15]([O:25]CC2C=CC=CC=2)[C@@H:14]([CH2:33][O:34][C:35]2[CH:36]=[C:37]([C:41]3[CH:46]=[CH:45][C:44]([C@@H:47]4[C@@H:50]([CH2:51][CH2:52][C@@H:53]([C:55]5[CH:60]=[CH:59][C:58]([F:61])=[CH:57][CH:56]=5)[OH:54])[C:49](=[O:62])[N:48]4[C:63]4[CH:68]=[CH:67][C:66]([F:69])=[CH:65][CH:64]=4)=[CH:43][CH:42]=3)[CH:38]=[CH:39][CH:40]=2)[O:13][C@@H:10]1[O:11][CH3:12])C1C=CC=CC=1>C(O)C.[Pd]>[F:69][C:66]1[CH:67]=[CH:68][C:63]([N:48]2[C:49](=[O:62])[C@H:50]([CH2:51][CH2:52][C@@H:53]([C:55]3[CH:56]=[CH:57][C:58]([F:61])=[CH:59][CH:60]=3)[OH:54])[C@H:47]2[C:44]2[CH:43]=[CH:42][C:41]([C:37]3[CH:38]=[CH:39][CH:40]=[C:35]([O:34][CH2:33][C@H:14]4[O:13][C@H:10]([O:11][CH3:12])[C@H:9]([OH:8])[C@@H:16]([OH:17])[C@@H:15]4[OH:25])[CH:36]=3)=[CH:46][CH:45]=2)=[CH:64][CH:65]=1. Procedure details: Methyl 2,3,4-tri-O-benzyl-6-O-(4′-{(2S,3R)-1-(4-fluorophenyl)-3-[(3S)-3-(4-fluorophenyl)-3-hydroxypropyl]-4-oxoazetidin-2-yl}biphenyl-3-yl)-α-D-glucopyranoside (70 mg, 0.08 mmol) was dissolved in absolute ethanol (3 mL). 10% Pd/C (wet, 14% w/w) was added and the vessel sealed. The solution was degassed by evacuation and flushing with hydrogen gas at balloon pressure. The reaction was monitored by TLC (1:1 hexane-ethyl acetate). Upon completion, the catalyst was filtered by passing through a plug... Reactants: CN1CCC(NCc2ccc(Cl)cc2)CC1, ClCCl, Cc1ccc(CC(=O)Cl)cc1. Product: Cc1ccc(CC(=O)N(Cc2ccc(Cl)cc2)C2CCN(C)CC2)cc1. As a reaction SMILES: [Cl:12][c:13]1[cH:14][cH:15][c:16]([CH2:17][NH:18][CH:19]2[CH2:20][CH2:21][N:22]([CH3:25])[CH2:23][CH2:24]2)[cH:26][cH:27]1.[Cl:28][CH2:29][Cl:30].[c:1]1([CH3:11])[cH:2][cH:3][c:4]([CH2:7][C:8](=[O:9])[Cl:10])[cH:5][cH:6]1>>[c:1]1([CH3:11])[cH:2][cH:3][c:4]([CH2:7][C:8](=[O:9])[N:18]([CH2:17][c:16]2[cH:15][cH:14][c:13]([Cl:12])[cH:27][cH:26]2)[CH:19]2[CH2:20][CH2:21][N:22]([CH3:25])[CH2:23][CH2:24]2)[cH:5][cH:6]1. RXN SMILES: [CH3:1][OH:2].[CH3:3][N:4]1[CH:5]([c:13]2[cH:14][cH:15][cH:16][cH:17][cH:18]2)[CH:6]([C:10](=[O:11])[OH:12])[CH2:7][C:8]1=[O:9].[CH:19]([Cl:20])([Cl:21])[Cl:22]>>[CH3:1][O:12][C:10]([CH:6]1[CH:5]([c:13]2[cH:14][cH:15][cH:16][cH:17][cH:18]2)[N:4]([CH3:3])[C:8](=[O:9])[CH2:7]1)=[O:11]. The product is COC(=O)C1CC(=O)N(C)C1c1ccccc1. Starting materials: CO, CN1C(=O)CC(C(=O)O)C1c1ccccc1, ClC(Cl)Cl. Reactants: Cc1ccc(S(=O)(=O)NC(=O)C2(c3ccc(-c4ccc(-c5onc(C)c5C(CCCc5ccccc5)O[Si](C)(C)C(C)(C)C)cc4)cc3)CC2)cc1, C1CCOC1, CCCC[N+](CCCC)(CCCC)CCCC, [F-]. The product is Cc1ccc(S(=O)(=O)NC(=O)C2(c3ccc(-c4ccc(-c5onc(C)c5C(O)CCCc5ccccc5)cc4)cc3)CC2)cc1. Reaction SMILES: [C:1]([Si:2]([CH3:3])([CH3:4])[O:6][CH:7]([CH2:8][CH2:9][CH2:10][c:11]1[cH:12][cH:13][cH:14][cH:15][cH:16]1)[c:17]1[c:18]([CH3:50])[n:19][o:20][c:21]1-[c:22]1[cH:23][cH:24][c:25](-[c:28]2[cH:29][cH:30][c:31]([C:34]3([C:37](=[O:38])[NH:39][S:40](=[O:41])(=[O:42])[c:43]4[cH:44][cH:45][c:46]([CH3:49])[cH:47][cH:48]4)[CH2:35][CH2:36]3)[cH:32][cH:33]2)[cH:26][cH:27]1)([CH3:5])([CH3:51])[CH3:52].[CH2:71]1[O:72][CH2:73][CH2:74][CH2:75]1.[CH3:54][CH2:55][CH2:56][CH2:57][N+:58]([CH2:59][CH2:60][CH2:61][CH3:62])([CH2:63][CH2:64][CH2:65][CH3:66])[CH2:67][CH2:68][CH2:69][CH3:70].[F-:53]>>[OH:6][CH:7]([CH2:8][CH2:9][CH2:10][c:11]1[cH:12][cH:13][cH:14][cH:15][cH:16]1)[c:17]1[c:18]([CH3:50])[n:19][o:20][c:21]1-[c:22]1[cH:23][cH:24][c:25](-[c:28]2[cH:29][cH:30][c:31]([C:34]3([C:37](=[O:38])[NH:39][S:40](=[O:41])(=[O:42])[c:43]4[cH:44][cH:45][c:46]([CH3:49])[cH:47][cH:48]4)[CH2:35][CH2:36]3)[cH:32][cH:33]2)[cH:26][cH:27]1. Reactants: C(CC)(=O)OC1=CC=C(C=C1)\C(=C(\CC)/C1=CC=CC=C1)\C1=CC=C(C=C1)C=O (4-[(1Z)-1-(4-formylphenyl)-2-phenylbut-1-enyl]phenyl propionate), C(CC(=O)O)(=O)O (malonic acid), C(C)(=O)O (acetic acid), N1=CC=CC=C1 (pyridine). The reagents and catalysts are N1CCOCC1 (morpholine). The solvent is O (H2O), CC#N (CH3CN), CC#N (CH3CN), CC#N (CH3CN), CCCCCCC (heptane). Reaction conditions: temperature 5 celsius. The product is C1(=CC=CC=C1)\C(=C(/C1=CC=C(C=C1)OC(CC)=O)\C1=CC=C(C=C1)/C=C/C(=O)O)\CC ((2E)-3-(4-{(1Z)-2-phenyl-1-[4-(propionyloxy)phenyl]but-1-enyl}phenyl)prop-2-enoic acid). The yield is 80.3%. Reaction SMILES: [C:1]([O:5][C:6]1[CH:11]=[CH:10][C:9](/[C:12](/[C:22]2[CH:27]=[CH:26][C:25](C=O)=[CH:24][CH:23]=2)=[C:13](\[C:16]2[CH:21]=[CH:20][CH:19]=[CH:18][CH:17]=2)/[CH2:14][CH3:15])=[CH:8][CH:7]=1)(=[O:4])[CH2:2][CH3:3].[C:30]([OH:36])(=[O:35])[CH2:31][C:32](O)=O.N1C=CC=CC=1.C(O)(=O)C>CC#N.O.CCCCCCC.N1CCOCC1>[C:16]1(/[C:13](/[CH2:14][CH3:15])=[C:12](/[C:22]2[CH:27]=[CH:26][C:25](/[CH:32]=[CH:31]/[C:30]([OH:36])=[O:35])=[CH:24][CH:23]=2)\[C:9]2[CH:10]=[CH:11][C:6]([O:5][C:1](=[O:4])[CH2:2][CH3:3])=[CH:7][CH:8]=2)[CH:17]=[CH:18][CH:19]=[CH:20][CH:21]=1. Procedure: To a mixture of 11 (20.0 g, 52 mmol) and malonic acid (8.10 g, 100 mmol) was added, sequentially, CH3CN (100 mL), pyridine (2.1 mL, 30 mmol) and morpholine (0.09 mL, 1.0 mmol). The mixture was then heated to reflux and the solvent distilled. The volume of the reaction was maintained constant by addition of fresh CH3CN until ˜30 volumes of solvent were distilled. The reaction was then cooled to 5° C. and a solution of acetic acid (2.08 mL, 36 mmol) in CH3CN (20 mL) added. The precipitated solid w... The reactants are C(C1=CC=CC=C1)#N (Benzonitrile), ClC(C(NC(CCl)=O)O)(Cl)Cl (1,1,1-trichloro-2-hydroxy-2-(chloroacetamido)ethane), S(O)(O)(=O)=O (sulphuric acid). Run at time 4 hour. Product: ClC(C(NC(CCl)=O)NC(C1=CC=CC=C1)=O)(Cl)Cl (1,1,1-trichloro-2-benzamido-2-(chloroacetamido)ethane). As a reaction SMILES: [C:1](#[N:8])[C:2]1[CH:7]=[CH:6][CH:5]=[CH:4][CH:3]=1.[Cl:9][C:10]([Cl:19])([Cl:18])[CH:11](O)[NH:12][C:13](=[O:16])[CH2:14][Cl:15].S(=O)(=O)(O)[OH:21]>>[Cl:9][C:10]([Cl:18])([Cl:19])[CH:11]([NH:8][C:1](=[O:21])[C:2]1[CH:7]=[CH:6][CH:5]=[CH:4][CH:3]=1)[NH:12][C:13](=[O:16])[CH2:14][Cl:15]. Reported procedure: Benzonitrile (5.2g) was added dropwise to a solution of 1,1,1-trichloro-2-hydroxy-2-(chloroacetamido)ethane (12.05g) in concentrated sulphuric acid (50 ml). The temperature was kept at 0° during the addition. The mixture was stirred at room temperature for 4 hours, then left overnight. The reaction mixture was poured on to ice. The precipitated solid was collected, washed with water and dried (19.6g). Recrystallisation from nitromethane gave pure 1,1,1-trichloro-2-benzamido-2-(chloroacetamido)et... Starting materials: [OH-].[Na+] (sodium hydroxide), O=CC1=CC(OC)=C(O)C=C1 (Vanillin), Cl (hydrochloric acid), BrCC(=O)OCC (ethyl bromoacetate), C([O-])([O-])=O.[K+].[K+] (potassium carbonate). Solvent: O (water), CN(C=O)C (N,N-dimethyl-formamide). Yields the product COC1=C(OCC(=O)O)C=CC(=C1)C=O ((2-Methoxy-4-formylphenoxy)acetic acid). Yield: 90.7%. Reaction SMILES: [O:1]=[CH:2][C:3]1[CH:11]=[CH:10][C:8]([OH:9])=[C:5]([O:6][CH3:7])[CH:4]=1.Br[CH2:13][C:14]([O:16]CC)=[O:15].C(=O)([O-])[O-].[K+].[K+].[OH-].[Na+].Cl>O.CN(C)C=O>[CH3:7][O:6][C:5]1[CH:4]=[C:3]([CH:2]=[O:1])[CH:11]=[CH:10][C:8]=1[O:9][CH2:13][C:14]([OH:16])=[O:15] |f:2.3.4,5.6|. Procedure: Vanillin (16.3 g, 0.107 mole), ethyl bromoacetate (21.6 g, 0.128 mole), potassium carbonate (17.8 g, 0.128 mole) and N,N-dimethyl-formamide (75 ml) were united, stirred and heated at 50°-55° C. for 35 minutes. Then a 10% aqueous sodium hydroxide solution (100 ml) and water (300 ml) was added and the mixture stirred on a steam bath for one hour. The solution was cooled and acidified with hydrochloric acid. The solid that separated was removed by filtration, washed with water and dried to give 20.... Reactants: [C-]#N, C1COCCN1, Cc1cccc(C=O)c1, [K+], Cc1ccc(S(=O)(=O)O)cc1. Product: Cc1cccc(C(C#N)N2CCOCC2)c1. RXN SMILES: [C-:27]#[N:28].[CH2:21]1[CH2:22][O:23][CH2:24][CH2:25][NH:26]1.[CH3:1][c:2]1[cH:3][cH:4][cH:5][c:6]([CH:7]=[O:8])[cH:9]1.[K+:29].[c:10]1([CH3:11])[cH:12][cH:13][c:14]([S:15]([OH:16])(=[O:17])=[O:18])[cH:19][cH:20]1>>[CH3:1][c:2]1[cH:3][cH:4][cH:5][c:6]([CH:7]([N:26]2[CH2:21][CH2:22][O:23][CH2:24][CH2:25]2)[C:27]#[N:28])[cH:9]1.